Dataset: the Open Reaction Database (ORD), a public repository of structured organic reaction records. Task: describe an organic reaction: reactants, conditions, products, and yield The reactants are Cl (HCl), FC(C(=O)O)(F)F.C(C)OC(C1=CC=C(C=C1)C=1N=C2SC(=NN2C1)C1=CC=C(C=C1)OCCCCC)=O (4-[2-(4-pentyloxyphenyl)imidazo-[2,1-b][1,3,4]thiadiazol-6-yl]benzoic acid ethyl ester trifluoroacetic acid salt), CO (methanol), [OH-].[Na+] (NaOH). Yield: 110.7%. Solvent: O1CCCC1 (tetrahydrofuran). RXN SMILES: FC(F)(F)C(O)=O.C([O:10][C:11](=[O:38])[C:12]1[CH:17]=[CH:16][C:15]([C:18]2[N:19]=[C:20]3[N:24]([CH:25]=2)[N:23]=[C:22]([C:26]2[CH:31]=[CH:30][C:29]([O:32][CH2:33][CH2:34][CH2:35][CH2:36][CH3:37])=[CH:28][CH:27]=2)[S:21]3)=[CH:14][CH:13]=1)C.CO.[OH-].[Na+].Cl>O1CCCC1>[CH2:33]([O:32][C:29]1[CH:28]=[CH:27][C:26]([C:22]2[S:21][C:20]3=[N:19][C:18]([C:15]4[CH:14]=[CH:13][C:12]([C:11]([OH:38])=[O:10])=[CH:17][CH:16]=4)=[CH:25][N:24]3[N:23]=2)=[CH:31][CH:30]=1)[CH2:34][CH2:35][CH2:36][CH3:37] |f:0.1,3.4|. Procedure details: To a solution of 4-[2-(4-pentyloxyphenyl)imidazo-[2,1-b][1,3,4]thiadiazol-6-yl]benzoic acid ethyl ester trifluoroacetic acid salt (5.2 g) in the mixture of methanol (104 ml) and tetrahydrofuran (52 ml) was added 2N NaOH aq. (47 ml) and refluxed for 36 hours. The reaction mixture was adjusted to pH 1-2 with 1N HCl and the resulting precipitate was collected by filtration to give 4-[2-(4-pentyloxyphenyl)-imidazo[2,1-b][1,3,4]thiadiazol-6-yl]benzoic acid (4.27 g). Product: C(CCCC)OC1=CC=C(C=C1)C1=NN2C(S1)=NC(=C2)C2=CC=C(C(=O)O)C=C2 (4-[2-(4-pentyloxyphenyl)-imidazo[2,1-b][1,3,4]thiadiazol-6-yl]benzoic acid).